describe an organic reaction: reactants, conditions, products, and yield From a dataset of the Open Reaction Database (ORD), a public repository of structured organic reaction records. Starting materials: C1CCOC1, COC(=O)c1cc(Cl)ccc1NC(=O)CCC(NC(=O)OCc1ccccc1)C(=O)N1CCN(C(c2ccccc2)c2ccccc2)CC1, [Na+], [OH-]. The product is O=C(CCC(NC(=O)OCc1ccccc1)C(=O)N1CCN(C(c2ccccc2)c2ccccc2)CC1)Nc1ccc(Cl)cc1C(=O)O. As a reaction SMILES: [CH2:52]1[O:53][CH2:54][CH2:55][CH2:56]1.[CH:1]([c:2]1[cH:3][cH:4][cH:5][cH:6][cH:7]1)([c:8]1[cH:9][cH:10][cH:11][cH:12][cH:13]1)[N:14]1[CH2:15][CH2:16][N:17]([C:20]([CH:21]([CH2:22][CH2:23][C:24](=[O:25])[NH:26][c:27]2[c:28]([C:29](=[O:30])[O:31][CH3:32])[cH:33][c:34]([Cl:37])[cH:35][cH:36]2)[NH:38][C:39](=[O:40])[O:41][CH2:42][c:43]2[cH:44][cH:45][cH:46][cH:47][cH:48]2)=[O:49])[CH2:18][CH2:19]1.[Na+:51].[OH-:50]>>[CH:1]([c:2]1[cH:3][cH:4][cH:5][cH:6][cH:7]1)([c:8]1[cH:9][cH:10][cH:11][cH:12][cH:13]1)[N:14]1[CH2:15][CH2:16][N:17]([C:20]([CH:21]([CH2:22][CH2:23][C:24](=[O:25])[NH:26][c:27]2[c:28]([C:29](=[O:30])[OH:31])[cH:33][c:34]([Cl:37])[cH:35][cH:36]2)[NH:38][C:39](=[O:40])[O:41][CH2:42][c:43]2[cH:44][cH:45][cH:46][cH:47][cH:48]2)=[O:49])[CH2:18][CH2:19]1. The reactants are C(#N)C1=CC=C(C=C1)C=1C=C(C=CC1)NCC=1C=NC=CC1 (N-(3-(4-cyanophenyl)phenyl)pyrid-3-ylmethylamine), FC(CS(=O)(=O)Cl)(F)F (2,2,2-trifluoroethylsulfonyl chloride). Run in C(C)OCC (diethyl ether), ClCCl (dichloromethane). Yields the product C(#N)C1=CC=C(C=C1)C=1C=C(C=CC1)N(S(=O)(=O)CC(F)(F)F)CC=1C=NC=CC1 (N-(3-(4-Cyanophenyl)phenyl)-N-(2,2,2-trifluoroethylsulfonyl)pyrid-3-ylmethylamine). As a reaction SMILES: [C:1]([C:3]1[CH:8]=[CH:7][C:6]([C:9]2[CH:10]=[C:11]([NH:15][CH2:16][C:17]3[CH:18]=[N:19][CH:20]=[CH:21][CH:22]=3)[CH:12]=[CH:13][CH:14]=2)=[CH:5][CH:4]=1)#[N:2].[F:23][C:24]([F:31])([F:30])[CH2:25][S:26](Cl)(=[O:28])=[O:27]>ClCCl.C(OCC)C>[C:1]([C:3]1[CH:4]=[CH:5][C:6]([C:9]2[CH:10]=[C:11]([N:15]([CH2:16][C:17]3[CH:18]=[N:19][CH:20]=[CH:21][CH:22]=3)[S:26]([CH2:25][C:24]([F:31])([F:30])[F:23])(=[O:28])=[O:27])[CH:12]=[CH:13][CH:14]=2)=[CH:7][CH:8]=1)#[N:2]. Procedure: A solution of N-(3-(4-cyanophenyl)phenyl)pyrid-3-ylmethylamine (255 mg, 0.894 mmol) in 8 ml dichloromethane/2 ml pyridine was treated with 2,2,2-trifluoroethylsulfonyl chloride in 3 portions of 171 mg (0.94 mmol) over 1 h at 45° C. The solution was cooled and diluted with 60 ml diethyl ether and washed successively with water and saturated sodium bicarbonate solution. The organics were separated, dried over sodium sulfate, filtered, and concentrated to an oil. The oil was purified by radial chro...